This data is from the Open Reaction Database (ORD), a public repository of structured organic reaction records. The task is: describe an organic reaction: reactants, conditions, products, and yield Reactants: BrC=1SC=C(N1)C(=O)N1C(CCCC1C)C ((2-bromo-thiazol-4-yl)-(2,6-dimethyl-piperidin-1-yl)-methanone), CC1=C(C=CC=C1)B(O)O (2-methylphenylboronic acid), C([O-])([O-])=O.[K+].[K+] (potassium carbonate). The reagents and catalysts are C1=CC=C(C=C1)P([C-]2C=CC=C2)C3=CC=CC=C3.C1=CC=C(C=C1)P([C-]2C=CC=C2)C3=CC=CC=C3.Cl[Pd]Cl.[Fe+2] (Pd(dppf)Cl2). Run in COCCOC (DME). Conditions: temperature 90 celsius. The product is CC1N(C(CCC1)C)C(=O)C=1N=C(SC1)C1=C(C=CC=C1)C ((2,6-dimethyl-piperidin-1-yl)-(2-o-tolyl-thiazol-4-yl)-methanone). Isolated yield 72.1%. Reaction SMILES: Br[C:2]1[S:3][CH:4]=[C:5]([C:7]([N:9]2[CH:14]([CH3:15])[CH2:13][CH2:12][CH2:11][CH:10]2[CH3:16])=[O:8])[N:6]=1.[CH3:17][C:18]1[CH:23]=[CH:22][CH:21]=[CH:20][C:19]=1B(O)O.C(=O)([O-])[O-].[K+].[K+]>COCCOC.C1C=CC(P(C2C=CC=CC=2)[C-]2C=CC=C2)=CC=1.C1C=CC(P(C2C=CC=CC=2)[C-]2C=CC=C2)=CC=1.Cl[Pd]Cl.[Fe+2]>[CH3:16][CH:10]1[CH2:11][CH2:12][CH2:13][CH:14]([CH3:15])[N:9]1[C:7]([C:5]1[N:6]=[C:2]([C:19]2[CH:20]=[CH:21][CH:22]=[CH:23][C:18]=2[CH3:17])[S:3][CH:4]=1)=[O:8] |f:2.3.4,6.7.8.9|. Reported procedure: A mixture containing (2-bromo-thiazol-4-yl)-(2,6-dimethyl-piperidin-1-yl)-methanone (Step 1; 91 mg, 0.3 mmol), 2-methylphenylboronic acid (45 mg, 0.33 mmol), Pd(dppf)Cl2 (Dichloro-(1,1-bis(diphenylphosphino)-ferrocene) palladium(II)) (11 mg, 0.015 mmol), and potassium carbonate (0.3 mL, 2 M aqueous, 0.6 mmol) in DME (2 mL) was heated to 90° C. for 8 hrs. The solvent was evaporated and water (5 mL) was added. The mixture was extracted with ethyl acetate (3×5 mL). The combined organic layers were ... Reactants: CC1(C(C2=C(C(=C(C=C2C1)O)Cl)Cl)=O)C(C)C (2-methyl-2-isopropyl-5-hydroxy-6,7-dichloro-1-indanone), [H-].COCCO[Al+]OCCOC.[Na+].[H-] (sodium bis-(2-methoxyethoxy)aluminum hydride), O1CCCC1 (tetrahydrofuran). The solvent is C1=CC=CC=C1 (benzene). Yields the product CC1(C(C2=C(C(=C(C=C2C1)O)Cl)Cl)O)C(C)C (2-Methyl-2-isopropyl-6,7-dichloro-1,5-indan-diol). As a reaction SMILES: [CH3:1][C:2]1([CH:15]([CH3:17])[CH3:16])[CH2:10][C:9]2[C:4](=[C:5]([Cl:13])[C:6]([Cl:12])=[C:7]([OH:11])[CH:8]=2)[C:3]1=[O:14].[H-].COCCO[Al+]OCCOC.[Na+].[H-].O1CCCC1>C1C=CC=CC=1>[CH3:1][C:2]1([CH:15]([CH3:17])[CH3:16])[CH2:10][C:9]2[C:4](=[C:5]([Cl:13])[C:6]([Cl:12])=[C:7]([OH:11])[CH:8]=2)[CH:3]1[OH:14] |f:1.2.3.4|. Procedure details: 2-Methyl-2-isopropyl-6,7-dichloro-1,5-indan-diol is prepared following substantially the same procedure described in Example 4, Step E, using the following substances: 2-methyl-2-isopropyl-5-hydroxy-6,7-dichloro-1-indanone (8.2 g., .03 mole); sodium bis-(2-methoxyethoxy)aluminum hydride (70% in benzene [10 ml.]; and tetrahydrofuran (100 ml.). The reactants are CCO, CCOC(C)=O, O=[Pt], O=C(C=CC1CCN(Cc2ccccc2)CC1)c1cc2ccccc2o1. Product: O=C(CCC1CCN(Cc2ccccc2)CC1)c1cc2ccccc2o1. Reaction SMILES: [CH3:27][CH2:28][OH:29].[CH3:30][CH2:31][O:32][C:33](=[O:34])[CH3:35].[Pt:36]=[O:37].[c:1]1([CH2:7][N:8]2[CH2:9][CH2:10][CH:11]([CH:14]=[CH:15][C:16](=[O:17])[c:18]3[o:19][c:20]4[c:21]([cH:22]3)[cH:23][cH:24][cH:25][cH:26]4)[CH2:12][CH2:13]2)[cH:2][cH:3][cH:4][cH:5][cH:6]1>>[c:1]1([CH2:7][N:8]2[CH2:9][CH2:10][CH:11]([CH2:14][CH2:15][C:16](=[O:17])[c:18]3[o:19][c:20]4[c:21]([cH:22]3)[cH:23][cH:24][cH:25][cH:26]4)[CH2:12][CH2:13]2)[cH:2][cH:3][cH:4][cH:5][cH:6]1. Starting materials: C#Cc1cccc(N)c1, CC(=O)OC(C)=O, C1CCOC1, O. Yields the product C#Cc1cccc(NC(C)=O)c1. Reaction SMILES: [C:8](#[CH:9])[c:10]1[cH:11][c:12]([NH2:13])[cH:14][cH:15][cH:16]1.[CH3:1][C:2]([O:3][C:5]([CH3:6])=[O:7])=[O:4].[O:18]1[CH2:19][CH2:20][CH2:21][CH2:22]1.[OH2:17]>>[C:5]([CH3:6])(=[O:7])[NH:13][c:12]1[cH:11][c:10]([C:8]#[CH:9])[cH:16][cH:15][cH:14]1. The reactants are C(CCC)[Li] (n-butyllithium), O1C(=CC=C1)C#N (2-furancarbonitrile), N-dimethylformamide, P(=O)(O)(O)[O-].[K+] (potassium dihydrogen phosphate), C(C)(C)NC(C)C (diisopropylamine). Run in CCCCCC (hexane), O1CCCC1 (tetrahydrofuran), O1CCCC1 (tetrahydrofuran), O1CCCC1 (tetrahydrofuran). Reaction conditions: time 1 hour. The product is C(=O)C1=CC=C(O1)C#N (5-formyl-2-furancarbonitrile). RXN SMILES: C(NC(C)C)(C)C.[CH2:8]([Li])[CH2:9][CH2:10][CH3:11].[O:13]1C=CC=[C:14]1[C:18]#[N:19].P([O-])(O)(O)=[O:21].[K+]>CCCCCC.O1CCCC1>[CH:8]([C:9]1[O:13][C:14]([C:18]#[N:19])=[CH:11][CH:10]=1)=[O:21] |f:3.4|. Procedure details: 75 ml of tetrahydrofuran and 22.6 ml of diisopropylamine were cooled to -60° C. and 100 ml of 1.6M n-butyllithium in hexane were added over 25 minutes. The mixture was stirred for 1 hour and 13.02 g of 2-furancarbonitrile in 50 ml of tetrahydrofuran were added. The mixture was stirred for 40 minutes at -70° C. and 13 ml of N-dimethylformamide in 25 ml of tetrahydrofuran were added. The mixture was stirred for 2 hours at -70° C. and then poured into an aqueous potassium dihydrogen phosphate solut... Reactants: [Li+], COC(=O)C(Cc1cc(C)c2nn(COCC[Si](C)(C)C)cc2c1)OC(=O)N1CCC(c2cc3ccccc3[nH]c2=O)CC1, C1COCCO1, [OH-]. Yields the product Cc1cc(CC(OC(=O)N2CCC(c3cc4ccccc4[nH]c3=O)CC2)C(=O)O)cc2cn(COCC[Si](C)(C)C)nc12. RXN SMILES: [Li+:1].[O:3]=[c:4]1[nH:5][c:6]2[cH:7][cH:8][cH:9][cH:10][c:11]2[cH:12][c:13]1[CH:14]1[CH2:15][CH2:16][N:17]([C:20](=[O:21])[O:22][CH:23]([C:24](=[O:25])[O:26][CH3:27])[CH2:28][c:29]2[cH:30][c:31]3[cH:32][n:33]([CH2:39][O:40][CH2:41][CH2:42][Si:43]([CH3:44])([CH3:45])[CH3:46])[n:34][c:35]3[c:36]([CH3:38])[cH:37]2)[CH2:18][CH2:19]1.[O:47]1[CH2:48][CH2:49][O:50][CH2:51][CH2:52]1.[OH-:2]>>[O:3]=[c:4]1[nH:5][c:6]2[cH:7][cH:8][cH:9][cH:10][c:11]2[cH:12][c:13]1[CH:14]1[CH2:15][CH2:16][N:17]([C:20](=[O:21])[O:22][CH:23]([C:24](=[O:25])[OH:26])[CH2:28][c:29]2[cH:30][c:31]3[cH:32][n:33]([CH2:39][O:40][CH2:41][CH2:42][Si:43]([CH3:44])([CH3:45])[CH3:46])[n:34][c:35]3[c:36]([CH3:38])[cH:37]2)[CH2:18][CH2:19]1. Reactants: Cl.BrC1=CC=C(C=C1)NC(=O)C1CN2CCC1CC2 (N-(4-bromophenyl)-1-azabicyclo[2.2.2]octane-3-carboxamide hydrochloride), FC1=CC=C(C=C1)B(O)O (4-fluorophenylboronic acid), C([O-])([O-])=O.[Cs+].[Cs+] (cesium carbonate), bis(diphenylphosphino)ferrocenepalladium(II) chloride. The solvent is COCCOC (1,2-dimethoxyethane). The product is Cl.FC1=CC=C(C=C1)C1=CC=C(C=C1)NC(=O)C1CN2CCC1CC2 (N-(4′-Fluoro-1,1′-biphenyl-4-yl)-1-azabicyclo[2.2.2]octane-3-carboxamide hydrochloride). Reaction SMILES: [ClH:1].Br[C:3]1[CH:8]=[CH:7][C:6]([NH:9][C:10]([CH:12]2[CH:17]3[CH2:18][CH2:19][N:14]([CH2:15][CH2:16]3)[CH2:13]2)=[O:11])=[CH:5][CH:4]=1.[F:20][C:21]1[CH:26]=[CH:25][C:24](B(O)O)=[CH:23][CH:22]=1.C(=O)([O-])[O-].[Cs+].[Cs+]>COCCOC>[ClH:1].[F:20][C:21]1[CH:26]=[CH:25][C:24]([C:3]2[CH:8]=[CH:7][C:6]([NH:9][C:10]([CH:12]3[CH:17]4[CH2:18][CH2:19][N:14]([CH2:15][CH2:16]4)[CH2:13]3)=[O:11])=[CH:5][CH:4]=2)=[CH:23][CH:22]=1 |f:0.1,3.4.5,7.8|. Procedure: 90 mg (0.26 mmol) of N-(4-bromophenyl)-1-azabicyclo[2.2.2]octane-3-carboxamide hydrochloride, 40 mg (0.31 mmol) of 4-fluorophenylboronic acid, 190 mg (0.57 mmol) of cesium carbonate and 20 mg (0.03 mmol) of bis(diphenylphosphino)ferrocenepalladium(II) chloride are reacted in 1 ml of 1,2-dimethoxyethane by the general method. 17.6 mg (19% of theory) of the title compound are obtained.